From a dataset of the Open Reaction Database (ORD), a public repository of structured organic reaction records. describe an organic reaction: reactants, conditions, products, and yield Reactants: [N+](=O)(O)[O-] (nitric acid), COC(=O)C1=CC=C(C=C1)C1=CC=C(C=C1)O (Methyl-4'-hydroxy-4-biphenylcarboxylate), O (Water). The solvent is C(C)(=O)O (acetic acid). Reaction conditions: time 1 hour. Yields the product COC(=O)C1=CC=C(C=C1)C1=CC(=C(C=C1)O)[N+](=O)[O-] (Methyl-4'-(hydroxy)-3'-(nitro)-4-biphenylcarboxylate). Isolated yield 93.0%. As a reaction SMILES: [N+:1]([O-:4])(O)=[O:2].[CH3:5][O:6][C:7]([C:9]1[CH:14]=[CH:13][C:12]([C:15]2[CH:20]=[CH:19][C:18]([OH:21])=[CH:17][CH:16]=2)=[CH:11][CH:10]=1)=[O:8].O>C(O)(=O)C>[CH3:5][O:6][C:7]([C:9]1[CH:14]=[CH:13][C:12]([C:15]2[CH:20]=[CH:19][C:18]([OH:21])=[C:17]([N+:1]([O-:4])=[O:2])[CH:16]=2)=[CH:11][CH:10]=1)=[O:8]. Procedure: Concentrated nitric acid (1.8 ml) was carefully added to a cooled suspension (5-10° C.) of phenol 27 (2.0 mg, 8.8 mmol) in 60 ml of glacial acetic acid. The reaction mixture was stirred for one hour and was then allowed to warm to room temperature and stirred for an additional 30 minutes. Water was added (50 ml) and the reaction mixture was cooled, filtered, and washed with water to yield a yellow powder. The crude product was purified via flash chromatography through a small pad of silica gel w... Starting materials: CC1=C(C#N)C=CC(=C1F)[N+](=O)[O-] (methyl 3-fluoro-4-nitrobenzonitrile), CN (methylamine). The solvent is CN(C)C=O (DMF). Product: CNC=1C=C(C#N)C=CC1[N+](=O)[O-] (3-Methylamino-4-nitro-benzonitrile). As a reaction SMILES: C[C:2]1[C:9](F)=[C:8]([N+:11]([O-:13])=[O:12])[CH:7]=[CH:6][C:3]=1[C:4]#[N:5].[CH3:14][NH2:15]>CN(C=O)C>[CH3:14][NH:15][C:9]1[CH:2]=[C:3]([CH:6]=[CH:7][C:8]=1[N+:11]([O-:13])=[O:12])[C:4]#[N:5]. Procedure: 3-Methylamino-4-nitro-benzonitrile (1.58 mg) was prepared by following General Procedure A starting from methyl 3-fluoro-4-nitrobenzonitrile (1.66 g) and methylamine (2 M in THF, 10.0 mL) in DMF. The crude product was used in the next step without further purification. Starting materials: OCCCO, COC(=O)c1ccc(NCCCCCCCCCCCCCCCC(F)(F)F)cc1, Cc1ccc(S(=O)(=O)O)cc1. Product: O=C(OCCCO)c1ccc(NCCCCCCCCCCCCCCCC(F)(F)F)cc1. RXN SMILES: [CH2:31]([CH2:32][CH2:33][OH:34])[OH:35].[F:1][C:2]([CH2:3][CH2:4][CH2:5][CH2:6][CH2:7][CH2:8][CH2:9][CH2:10][CH2:11][CH2:12][CH2:13][CH2:14][CH2:15][CH2:16][CH2:17][NH:18][c:19]1[cH:20][cH:21][c:22]([C:23](=[O:24])[O:25][CH3:26])[cH:27][cH:28]1)([F:29])[F:30].[c:36]1([CH3:37])[cH:38][cH:39][c:40]([S:41]([OH:42])(=[O:43])=[O:44])[cH:45][cH:46]1>>[F:1][C:2]([CH2:3][CH2:4][CH2:5][CH2:6][CH2:7][CH2:8][CH2:9][CH2:10][CH2:11][CH2:12][CH2:13][CH2:14][CH2:15][CH2:16][CH2:17][NH:18][c:19]1[cH:20][cH:21][c:22]([C:23](=[O:24])[O:25][CH2:26][CH2:32][CH2:33][OH:34])[cH:27][cH:28]1)([F:29])[F:30]. Starting materials: CC12C(C(C(C=C1CO)C=C2)(C)C)=O (1,3,3-trimethyl-6-hydroxymethyl-bicyclo-(2.2.2)-octa-5,7-dien-2-one), [H][H] (hydrogen). The reagents and catalysts are [C].[Pd] (palladium-carbon). Run in C(C)(C)O (isopropyl alcohol). Run at temperature 100 celsius. The product is CC12C(C(C(CC1CO)CC2)(C)C)=O (1,3,3-TRIMETHYL-6-HYDROXYMETHYL-BICYCLO-(2.2.2)-OCTAN-2-ONE). Yield: 88.2%. Reaction SMILES: [CH3:1][C:2]12[CH:11]=[CH:10][CH:5]([CH:6]=[C:7]1[CH2:8][OH:9])[C:4]([CH3:13])([CH3:12])[C:3]2=[O:14].[H][H]>[C].[Pd].C(O)(C)C>[CH3:1][C:2]12[CH2:11][CH2:10][CH:5]([CH2:6][CH:7]1[CH2:8][OH:9])[C:4]([CH3:13])([CH3:12])[C:3]2=[O:14] |f:2.3|. Procedure details: A mixture of 30 g of 1,3,3-trimethyl-6-hydroxymethyl-bicyclo-(2.2.2)-octa-5,7-dien-2-one, 0.5 g of 5% of palladium-carbon and 300 ml of isopropyl alcohol is added to a stirred autoclave. The autoclave is pressurized to 400 pounds per square inch with hydrogen and heated to 100° C for 6 hours. At the end of this time, the mixture is filtered, stripped of solvent and vacuum distilled, yielding about 27 g (90%) of the product, 1,3,3-trimethyl-6-hydroxymethyl-bicyclo-(2.2.2)-octan-2-one, having the ... The reactants are [Li].CN(C)[BH3-] (lithium dimethylaminoborohydride), C(C)B(CC)CC (triethylborane), C(C)(C)(C)OC(=O)N1[C@@H](C[C@H](C1)C1=CC=CC=C1)COS(=O)(=O)C ((2S,4S)-2-Methanesulfonyloxymethyl-4-phenyl-pyrrolidine-1-carboxylic acid tert-butyl ester). Solvent: O1CCCC1 (tetrahydrofurane). The product is C(C)(C)(C)OC(=O)N1[C@@H](C[C@H](C1)C1=CC=CC=C1)C ((2R,4S)-2-Methyl-4-phenyl-pyrrolidine-1-carboxylic acid tert-butyl ester). Yield: 67.6%. As a reaction SMILES: [C:1]([O:5][C:6]([N:8]1[CH2:12][C@H:11]([C:13]2[CH:18]=[CH:17][CH:16]=[CH:15][CH:14]=2)[CH2:10][C@H:9]1[CH2:19]OS(C)(=O)=O)=[O:7])([CH3:4])([CH3:3])[CH3:2].[Li].CN([BH3-])C.C(B(CC)CC)C>O1CCCC1>[C:1]([O:5][C:6]([N:8]1[CH2:12][C@H:11]([C:13]2[CH:18]=[CH:17][CH:16]=[CH:15][CH:14]=2)[CH2:10][C@H:9]1[CH3:19])=[O:7])([CH3:4])([CH3:2])[CH3:3] |f:1.2,^1:24|. Reported procedure: 3.4 g of (2S,4S)-2-Methanesulfonyloxymethyl-4-phenyl-pyrrolidine-1-carboxylic acid tert-butyl ester (9.56 mmol) were dissolved in 50 ml tetrahydrofurane. After addition of 15.1 ml lithium-dimethylaminoborohydride (14.34 mmol; 1 M in tetrahydrofurane), 1.93 ml triethylborane (1 M in tetrahydrofurane) were added and the reaction mixture stirred under reflux for 20 min. Standard workup gave 2.7 g of crude product which was purified via silica gel chromatography using a ISCO Companion instrument, yi... Product: COC(=O)N(Cc1cc(C(F)(F)F)cc(C(F)(F)F)c1)Cc1cc(C(F)(F)F)ccc1-c1cc(C(C)O)ccc1OC. The reactants are [Br-], C[Mg+], [Cl-], COC(=O)N(Cc1cc(C(F)(F)F)cc(C(F)(F)F)c1)Cc1cc(C(F)(F)F)ccc1-c1cc(C=O)ccc1OC, [NH4+], C1CCOC1. Reaction SMILES: [Br-:1].[CH3:2][Mg+:3].[Cl-:45].[F:4][C:5]([c:6]1[cH:7][c:8]([CH2:9][N:10]([C:11]([O:12][CH3:13])=[O:14])[CH2:15][c:16]2[c:17](-[c:26]3[c:27]([O:34][CH3:35])[cH:28][cH:29][c:30]([CH:32]=[O:33])[cH:31]3)[cH:18][cH:19][c:20]([C:22]([F:23])([F:24])[F:25])[cH:21]2)[cH:36][c:37]([C:39]([F:40])([F:41])[F:42])[cH:38]1)([F:43])[F:44].[NH4+:46].[O:47]1[CH2:48][CH2:49][CH2:50][CH2:51]1>>[CH3:2][CH:32]([c:30]1[cH:29][cH:28][c:27]([O:34][CH3:35])[c:26](-[c:17]2[c:16]([CH2:15][N:10]([CH2:9][c:8]3[cH:7][c:6]([C:5]([F:4])([F:43])[F:44])[cH:38][c:37]([C:39]([F:40])([F:41])[F:42])[cH:36]3)[C:11]([O:12][CH3:13])=[O:14])[cH:21][c:20]([C:22]([F:23])([F:24])[F:25])[cH:19][cH:18]2)[cH:31]1)[OH:33]. As a reaction SMILES: [C:14](=[O:15])([O-:16])[O-:17].[CH3:34][c:35]1[cH:36][cH:37][cH:38][cH:39][cH:40]1.[CH3:9][O:10][CH2:11][CH2:12][OH:13].[Cs+:18].[Cs+:19].[Cu:41]([I:42])[I:43].[I:1][c:2]1[cH:3][cH:4][c:5]([NH2:6])[cH:7][cH:8]1.[cH:20]1[cH:21][c:22]2[cH:23][cH:24][c:25]3[c:26]([c:27]2[n:28][cH:29]1)[n:30][cH:31][cH:32][cH:33]3>>[c:2]1([O:13][CH2:12][CH2:11][O:10][CH3:9])[cH:3][cH:4][c:5]([NH2:6])[cH:7][cH:8]1. Product: COCCOc1ccc(N)cc1. Starting materials: O=C([O-])[O-], Cc1ccccc1, COCCO, [Cs+], [Cs+], I[Cu]I, Nc1ccc(I)cc1, c1cnc2c(c1)ccc1cccnc12. Starting materials: CN(N1C=CC2=CC(=CC=C12)OCC1=CC=CC=C1)C1=CC=NC=C1 (1-(methyl-4-pyridinylamino)-5-phenylmethoxy-1H-indole). The solvent is C(C)O (ethanol). The product is CN(N1C=CC2=CC(=CC=C12)O)C1=CC=NC=C1 (1-(Methyl-4-pyridinylamino)-1H-indol-5-ol). Isolated yield 94.8%. RXN SMILES: [CH3:1][N:2]([C:20]1[CH:25]=[CH:24][N:23]=[CH:22][CH:21]=1)[N:3]1[C:11]2[C:6](=[CH:7][C:8]([O:12]CC3C=CC=CC=3)=[CH:9][CH:10]=2)[CH:5]=[CH:4]1>C(O)C>[CH3:1][N:2]([C:20]1[CH:25]=[CH:24][N:23]=[CH:22][CH:21]=1)[N:3]1[C:11]2[C:6](=[CH:7][C:8]([OH:12])=[CH:9][CH:10]=2)[CH:5]=[CH:4]1. Reported procedure: A solution of 1-(methyl-4-pyridinylamino)-5-phenylmethoxy-1H-indole (9 g) in 250 mL ethanol containing 0.6 g 10% palladium on activated charcoal was hydrogenated at 50 psi at 50° C. for three hours via Parr hydrogenation apparatus. After cooling, the mixture was filtered through Celite and concentrated. The residue was eluted through silica with 5% methanol in dichloromethane via flash column chromatography to yield 6.2 g solid. A three gram portion was recrystallized from acetonitrile to yield ... The reactants are CCn1cc(-c2cccc(CCOCCC(=O)OC(C)(C)C)c2)nn1, ClCCl, O=C(O)C(F)(F)F. As a reaction SMILES: [CH2:1]([CH3:2])[n:3]1[n:4][n:5][c:6](-[c:8]2[cH:9][c:10]([CH2:11][CH2:12][O:13][CH2:14][CH2:15][C:16](=[O:17])[O:18][C:19]([CH3:20])([CH3:21])[CH3:22])[cH:23][cH:24][cH:25]2)[cH:7]1.[Cl:33][CH2:34][Cl:35].[F:26][C:27]([F:28])([F:29])[C:30]([OH:31])=[O:32]>>[CH2:1]([CH3:2])[n:3]1[n:4][n:5][c:6](-[c:8]2[cH:9][c:10]([CH2:11][CH2:12][O:13][CH2:14][CH2:15][C:16](=[O:17])[OH:18])[cH:23][cH:24][cH:25]2)[cH:7]1. Product: CCn1cc(-c2cccc(CCOCCC(=O)O)c2)nn1. Reactants: O=C(O)c1cccc(B(O)O)c1, O=C([O-])[O-], COc1ccc(S(=O)(=O)[O-])c(OC)c1-c1ccccc1P(C1CCCCC1)C1CCCCC1, [Cs+], [Cs+], CNC(=O)c1c(-c2ccc(F)cc2)oc2cnc(OS(=O)(=O)C(F)(F)F)cc12, [Na+], CN(C)C=O, O. Product: CNC(=O)c1c(-c2ccc(F)cc2)oc2cnc(-c3cccc(C(=O)O)c3)cc12. As a reaction SMILES: [B:41]([OH:42])([OH:43])[c:44]1[cH:45][c:46]([C:47](=[O:48])[OH:49])[cH:50][cH:51][cH:52]1.[C:35](=[O:36])([O-:37])[O-:38].[CH:1]1([P:2]([CH:3]2[CH2:4][CH2:5][CH2:6][CH2:7][CH2:8]2)[c:9]2[cH:10][cH:11][cH:12][cH:13][c:14]2-[c:15]2[c:16]([O:17][CH3:18])[cH:19][cH:20][c:21]([S:22]([O-:23])(=[O:24])=[O:25])[c:26]2[O:27][CH3:28])[CH2:29][CH2:30][CH2:31][CH2:32][CH2:33]1.[Cs+:39].[Cs+:40].[F:53][C:54]([F:55])([F:56])[S:57]([O:58][c:59]1[cH:60][c:61]2[c:62]([cH:63][n:64]1)[o:65][c:66](-[c:72]1[cH:73][cH:74][c:75]([F:78])[cH:76][cH:77]1)[c:67]2[C:68]([NH:69][CH3:70])=[O:71])(=[O:79])=[O:80].[Na+:34].[O:81]=[CH:82][N:83]([CH3:84])[CH3:85].[OH2:86]>>[c:44]1(-[c:59]2[cH:60][c:61]3[c:62]([cH:63][n:64]2)[o:65][c:66](-[c:72]2[cH:73][cH:74][c:75]([F:78])[cH:76][cH:77]2)[c:67]3[C:68]([NH:69][CH3:70])=[O:71])[cH:45][c:46]([C:47](=[O:48])[OH:49])[cH:50][cH:51][cH:52]1.